Dataset: the Open Reaction Database (ORD), a public repository of structured organic reaction records. Task: describe an organic reaction: reactants, conditions, products, and yield The reactants are FC(F)(F)SC1=CC=C(C=C1)N (p-aminophenyl trifluoromethyl sulfide), BrC(C(=O)OCC1=CC(=CC=C1)OC1=CC=CC=C1)C(C)C (m-phenoxybenzyl α-bromoisovalerate). Yields the product m-phenoxybenzyl ester, FC(SC1=CC=C(C=C1)N[C@@H](C(C)C)C(=O)O)(F)F (N-(4-trifluoromethylthiophenyl)valine). RXN SMILES: [F:1][C:2]([S:5][C:6]1[CH:11]=[CH:10][C:9]([NH2:12])=[CH:8][CH:7]=1)([F:4])[F:3].Br[CH:14]([CH:32]([CH3:34])[CH3:33])[C:15]([O:17]CC1C=CC=C(OC2C=CC=CC=2)C=1)=[O:16]>>[F:1][C:2]([F:4])([F:3])[S:5][C:6]1[CH:11]=[CH:10][C:9]([NH:12][C@H:14]([C:15]([OH:17])=[O:16])[CH:32]([CH3:34])[CH3:33])=[CH:8][CH:7]=1. Reported procedure: Following the procedure of Example 43, p-aminophenyl trifluoromethyl sulfide is reacted with m-phenoxybenzyl α-bromoisovalerate to yield the m-phenoxybenzyl ester of N-(4-trifluoromethylthiophenyl)valine, MS m/e 475 (M+). Starting materials: C1CCC2=NCCCN2CC1, COCCOC, CS(=O)c1nc(N)nc(Oc2ccccc2)c1C#N, O, OCc1ccccn1. The product is N#Cc1c(OCc2ccccn2)nc(N)nc1Oc1ccccc1. RXN SMILES: [CH2:28]1[CH2:29][CH2:30][C:31]2=[N:36][CH2:35][CH2:34][CH2:33][N:32]2[CH2:37][CH2:38]1.[CH3:40][O:41][CH2:42][CH2:43][O:44][CH3:45].[NH2:1][c:2]1[n:3][c:4]([O:13][c:14]2[cH:15][cH:16][cH:17][cH:18][cH:19]2)[c:5]([C:11]#[N:12])[c:6]([S:8]([CH3:9])=[O:10])[n:7]1.[OH2:39].[OH:20][CH2:21][c:22]1[n:23][cH:24][cH:25][cH:26][cH:27]1>>[NH2:1][c:2]1[n:3][c:4]([O:13][c:14]2[cH:15][cH:16][cH:17][cH:18][cH:19]2)[c:5]([C:11]#[N:12])[c:6]([O:20][CH2:21][c:22]2[n:23][cH:24][cH:25][cH:26][cH:27]2)[n:7]1. The reactants are C1CCOC1, COC(=O)c1ccc(-c2ccc(Cl)cc2)cc1OC, [Li+], [OH-], O. Yields the product COc1cc(-c2ccc(Cl)cc2)ccc1C(=O)O. RXN SMILES: [CH2:23]1[O:24][CH2:25][CH2:26][CH2:27]1.[CH3:1][O:2][C:3](=[O:4])[c:5]1[c:6]([O:18][CH3:19])[cH:7][c:8](-[c:11]2[cH:12][cH:13][c:14]([Cl:17])[cH:15][cH:16]2)[cH:9][cH:10]1.[Li+:22].[OH-:21].[OH2:20]>>[O:2]=[C:3]([OH:4])[c:5]1[c:6]([O:18][CH3:19])[cH:7][c:8](-[c:11]2[cH:12][cH:13][c:14]([Cl:17])[cH:15][cH:16]2)[cH:9][cH:10]1. Reactants: CC1NC2=CC(=CCC2C(C1)(C)C)CNC(C)=O (2,4,4-trimethyl-7-acetamidomethyl-tetrahydroquinoline), COC1=CC=C2CCCNC2=C1 (7-methoxy-tetrahydroquinoline). Product: C(C)(=O)NCC1=CC=C2CCCNC2=C1 (7-acetamidomethyl-tetrahydroquinoline). RXN SMILES: C[CH:2]1[CH2:11][C:10](C)(C)[CH:9]2[C:4](=[CH:5][C:6]([CH2:14][NH:15][C:16](=[O:18])[CH3:17])=[CH:7][CH2:8]2)[NH:3]1.COC1C=C2C(CCCN2)=CC=1>>[C:16]([NH:15][CH2:14][C:6]1[CH:5]=[C:4]2[C:9]([CH2:10][CH2:11][CH2:2][NH:3]2)=[CH:8][CH:7]=1)(=[O:18])[CH3:17]. Procedure: 2,4,4-trimethyl-7-acetamidomethyl-tetrahydroquinoline ps 7-methoxy-tetrahydroquinoline Starting materials: C(C)(C)(C)C=1N=C(C2=C(N1)N(N=N2)CC)N2CC(CC2)(F)F (5-tert-Butyl-7-(3,3-difluoro-pyrrolidin-1-yl)-3-ethyl-3H-[1,2,3]triazolo[4,5-d]pyrimidine), C(C)(C)(C)C=1N=C(C2=C(N1)NN=N2)N2CC(CC2)(F)F (5-tert-butyl-7-(3,3-difluoropyrrolidin-1-yl)-3H-[1,2,3]triazolo[4,5-d]pyrimidine), BrCC1=C(C#N)C=CC=C1 (2-(bromomethyl)benzonitrile). Product: C(C)(C)(C)C=1N=C(C2=C(N1)N(N=N2)CC2=C(C#N)C=CC=C2)N2CC(CC2)(F)F (2-[5-tert-Butyl-7-(3,3-difluoro-pyrrolidin-1-yl)-[1,2,3]triazolo[4,5-d]pyrimidin-3-ylmethyl]-benzonitrile), solid. The yield is 41.0%. Reaction SMILES: [C:1]([C:5]1[N:6]=[C:7]([N:16]2[CH2:20][CH2:19][C:18]([F:22])([F:21])[CH2:17]2)[C:8]2[N:13]=[N:12][N:11]([CH2:14][CH3:15])[C:9]=2[N:10]=1)([CH3:4])([CH3:3])[CH3:2].C(C1N=C(N2CCC(F)(F)C2)C2N=NNC=2N=1)(C)(C)C.BrC[C:45]1[CH:52]=[CH:51][CH:50]=C[C:46]=1[C:47]#[N:48]>>[C:1]([C:5]1[N:6]=[C:7]([N:16]2[CH2:20][CH2:19][C:18]([F:21])([F:22])[CH2:17]2)[C:8]2[N:13]=[N:12][N:11]([CH2:14][C:15]3[CH:50]=[CH:51][CH:52]=[CH:45][C:46]=3[C:47]#[N:48])[C:9]=2[N:10]=1)([CH3:2])([CH3:3])[CH3:4]. Reported procedure: In analogy to the procedure described for the synthesis of 5-tert-butyl-7-(3,3-difluoro-pyrrolidin-1-yl)-3-ethyl-3H-[1,2,3]triazolo[4,5-d]pyrimidine (example 61), the title compound was prepared from 5-tert-butyl-7-(3,3-difluoropyrrolidin-1-yl)-3H-[1,2,3]triazolo[4,5-d]pyrimidine and 2-(bromomethyl)benzonitrile and isolated as white solid (6.8 mg, 41%). MS (m/e): 398.3 (MH+). The reactants are C(C)#N (acetonitrile), CC(COC1=C(C=CC=C1)OCC(CC)C)CC (1,2-Bis(2-methylbutyloxy)benzene), C(C)#N (acetonitrile), C1(=CC=CC=C1)C (toluene), BrN1C(CCC1=O)=O (N-bromosuccinimide). The solvent is O (water). Reaction conditions: temperature 0 celsius, time 90 minute. Product: CC(COC=1C=C(C=CC1OCC(CC)C)Br)CC (3,4-bis(2-methylbutyloxy)bromobenzene). Reaction SMILES: [CH3:1][CH:2]([CH2:17][CH3:18])[CH2:3][O:4][C:5]1[CH:10]=[CH:9][CH:8]=[CH:7][C:6]=1[O:11][CH2:12][CH:13]([CH3:16])[CH2:14][CH3:15].C(#N)C.[Br:22]N1C(=O)CCC1=O.C1(C)C=CC=CC=1>O>[CH3:1][CH:2]([CH2:17][CH3:18])[CH2:3][O:4][C:5]1[CH:10]=[C:9]([Br:22])[CH:8]=[CH:7][C:6]=1[O:11][CH2:12][CH:13]([CH3:16])[CH2:14][CH3:15]. Procedure details: 1,2-Bis(2-methylbutyloxy)benzene (338 g, 1.35 mol) together with 2.5 l of acetonitrile was placed in a reaction vessel, cooled to 0° C. and admixed with 264 g (1.48 mol) of N-bromosuccinimide. The mixture was warmed to RT and stirred for another 90 minutes. After taking off the acetonitrile, the residue was admixed with toluene and water and the phases were separated. After shaking the aqueous phase with toluene and drying the organic phase over Na2SO4, the toluene was taken off. The crude produ... Reported procedure: In analogy to example 14.1, reaction of N-[4-(4-Dimethylamino-butoxy)-phenyl]-4-trifluoromethyl-benzenesulfonamide 69-2511 with 1-propanol yielded N-[4-(4-Dimethylamino-butoxy)-phenyl]-N-isopropyl-4-trifluoromethyl-benzenesulfonamide, MS: 459 (MH+). Starting materials: CN(CCCCOC1=CC=C(C=C1)NS(=O)(=O)C1=CC=C(C=C1)C(F)(F)F)C (N-[4-(4-Dimethylamino-butoxy)-phenyl]-4-trifluoromethyl-benzenesulfonamide), C(CC)O (1-propanol). RXN SMILES: [CH3:1][N:2]([CH3:28])[CH2:3][CH2:4][CH2:5][CH2:6][O:7][C:8]1[CH:13]=[CH:12][C:11]([NH:14][S:15]([C:18]2[CH:23]=[CH:22][C:21]([C:24]([F:27])([F:26])[F:25])=[CH:20][CH:19]=2)(=[O:17])=[O:16])=[CH:10][CH:9]=1.[CH2:29](O)[CH2:30][CH3:31]>>[CH3:28][N:2]([CH3:1])[CH2:3][CH2:4][CH2:5][CH2:6][O:7][C:8]1[CH:9]=[CH:10][C:11]([N:14]([CH:30]([CH3:31])[CH3:29])[S:15]([C:18]2[CH:19]=[CH:20][C:21]([C:24]([F:26])([F:27])[F:25])=[CH:22][CH:23]=2)(=[O:17])=[O:16])=[CH:12][CH:13]=1. Yields the product CN(CCCCOC1=CC=C(C=C1)N(S(=O)(=O)C1=CC=C(C=C1)C(F)(F)F)C(C)C)C (N-[4-(4-Dimethylamino-butoxy)-phenyl]-N-isopropyl-4-trifluoromethyl-benzenesulfonamide). Reactants: C(C1=CC=CC=C1)N(C1=C(C=CC(=C1)CN1CCOCC1)[N+](=O)[O-])C (N-benzyl-N-methyl-5-(4-morpholinylmethyl)-2-nitroaniline), [H][H] (hydrogen). The reagents and catalysts are [Pd] (palladium charcoal). Run in C(C)(=O)OCC (ethyl acetate). The product is C(C1=CC=CC=C1)N(C=1C(=CC=C(C1)CN1CCOCC1)N)C (N2-benzyl-N2-methyl-4-(4-morpholinylmethyl)-1,2-benzenediamine). The yield is 102.6%. As a reaction SMILES: [CH2:1]([N:8]([CH3:25])[C:9]1[CH:14]=[C:13]([CH2:15][N:16]2[CH2:21][CH2:20][O:19][CH2:18][CH2:17]2)[CH:12]=[CH:11][C:10]=1[N+:22]([O-])=O)[C:2]1[CH:7]=[CH:6][CH:5]=[CH:4][CH:3]=1.[H][H]>C(OCC)(=O)C.[Pd]>[CH2:1]([N:8]([CH3:25])[C:9]1[C:10]([NH2:22])=[CH:11][CH:12]=[C:13]([CH2:15][N:16]2[CH2:17][CH2:18][O:19][CH2:20][CH2:21]2)[CH:14]=1)[C:2]1[CH:3]=[CH:4][CH:5]=[CH:6][CH:7]=1. Procedure details: A mixture of N-benzyl-N-methyl-5-(4-morpholinylmethyl)-2-nitroaniline (3.3 g, 9.7 mmol) and 10% palladium charcoal (0.25 g) in ethyl acetate (100 mL) is hydrogenated (50 psi initial hydrogen pressure) until HPLC shows that reaction is complete (40 min). The solvent is evaporated to give 3.1 g of the title compound as an oil. Starting materials: C(CCC)C=1N(C(=CN1)C=O)CC1=C(C=C(C=C1)C(=O)OCC)Cl (2-n-butyl-1-[(4-carboethoxy-2-chlorophenyl)methyl]imidazole-5-aldehyde), S1C(=CC=C1)CCC(=O)OC(C)(C)C (t-butyl 3-(2-thienyl)-propanoate), C(CCC)C=1N(C(=CN1)/C(=C(/C(=O)O)\C1=CC=NC=C1)/C)CC1=C(C=CC=C1)Cl ((E)-3-[2-n-butyl-1-{(2-chlorophenyl)methyl}-1H-imidazol-5-yl]-2-(4-pyridyl)-methyl-2-propenoic acid), C(CCC)C=1N(C(=CN1)C=O)CC1=CC=C(C=C1)C(=O)OC (2-n-butyl-1-[(4carbomethoxyphenyl)methyl]imidazole-5-aldehyde), FC(C(=O)O)(F)F (trifluoroacetic acid), t-butyl ester. The product is C(CCC)C=1N(C(=CN1)/C=C(/C(=O)O)\CC=1SC=CC1)CC1=CC=C(C=C1)C(=O)OC ((E)-3-[2-n-Butyl-1-{(4-carbomethoxyphenyl)methyl}-1H-imidazol-5-yl]-2-(2-thienyl)methyl-2-propenoic Acid). Reaction SMILES: [CH2:1]([C:5]1[N:6]([CH2:12][C:13]2[CH:18]=[CH:17][C:16]([C:19]([O:21][CH3:22])=[O:20])=[CH:15][CH:14]=2)[C:7]([CH:10]=O)=[CH:8][N:9]=1)[CH2:2][CH2:3][CH3:4].C(C1N(CC2C=CC(C(OCC)=O)=CC=2Cl)C(C=O)=CN=1)CCC.[S:47]1[CH:51]=[CH:50][CH:49]=[C:48]1[CH2:52][CH2:53][C:54]([O:56]C(C)(C)C)=[O:55].C(C1N(CC2C=CC=CC=2Cl)C(/C(/C)=C(\C2C=CN=CC=2)/C(O)=O)=CN=1)CCC.FC(F)(F)C(O)=O>>[CH2:1]([C:5]1[N:6]([CH2:12][C:13]2[CH:18]=[CH:17][C:16]([C:19]([O:21][CH3:22])=[O:20])=[CH:15][CH:14]=2)[C:7](/[CH:10]=[C:53](\[CH2:52][C:48]2[S:47][CH:51]=[CH:50][CH:49]=2)/[C:54]([OH:56])=[O:55])=[CH:8][N:9]=1)[CH2:2][CH2:3][CH3:4]. Reported procedure: The title compound was prepared using 2-n-butyl-1-[(4carbomethoxyphenyl)methyl]imidazole-5-aldehyde (prepared by the method described for the preparation of 2-n-butyl-1-[(4-carboethoxy-2-chlorophenyl)methyl]imidazole-5-aldehyde in Example 42) and t-butyl 3-(2-thienyl)-propanoate by the procedure of Example 1 (iv, Method B), except, instead of basic hydrolysis, trifluoroacetic acid hydrolysis of the t-butyl ester was employed; mp 217°-220° C.